This data is from the Open Reaction Database (ORD), a public repository of structured organic reaction records. The task is: describe an organic reaction: reactants, conditions, products, and yield Procedure: Acetyl chloride (29.2 ml, 32.2 g, 410.7 mmol) was added dropwise to methanol (210 ml) at 0-10° C. under nitrogen atmosphere and the solution was stirred for 30 min at 0° C. After addition of 5-acetamido-2-bromobenzoic acid (21.2 g, 82.1 mmol) in methanol at 0° C. the solution was stirred for 3 h at 55° C. After evaporation of methanol ethyl acetate (160 ml) was added and stirring was continued for 1 h at room temperature. The precipitation was filtered off and it was dissolved in water. pH was a... As a reaction SMILES: [C:1](Cl)(=O)C.C([NH:8][C:9]1[CH:10]=[CH:11][C:12]([Br:18])=[C:13]([CH:17]=1)[C:14]([OH:16])=[O:15])(=O)C>CO>[CH3:1][O:16][C:14](=[O:15])[C:13]1[CH:17]=[C:9]([NH2:8])[CH:10]=[CH:11][C:12]=1[Br:18]. Reactants: C(C)(=O)NC=1C=CC(=C(C(=O)O)C1)Br (5-acetamido-2-bromobenzoic acid), C(C)(=O)Cl (Acetyl chloride). Product: COC(C1=C(C=CC(=C1)N)Br)=O (5-Amino-2-bromobenzoic acid methyl ester). Conditions: temperature 0 celsius, time 30 minute. Solvent: CO (methanol), CO (methanol). Reactants: COCCN1N=NC2=C1N=C(N=C2NC2=C(C=C(C=C2C)C)C)C (3-(2-methoxyethyl)-5-methyl-N-(2,4,6-trimethylphenyl)-3H-1,2,3-triazolo[4,5-d]pyrimidin-7-amine), [H-].[Na+] (sodium hydride), C(C)I (ethyl iodide). Solvent: CN(C=O)C (dimethylformamide), O (water). Conditions: time 48 hour. Yields the product C(C)N(C=1C2=C(N=C(N1)C)N(N=N2)CCOC)C2=C(C=C(C=C2C)C)C (N-ethyl-3-(2-methoxyethyl)-5-methyl-N-(2,4,6-trimethylphenyl)-3H-1,2,3-triazolo[4,5-d]pyrimidin-7-amine). RXN SMILES: [CH3:1][O:2][CH2:3][CH2:4][N:5]1[C:9]2[N:10]=[C:11]([CH3:24])[N:12]=[C:13]([NH:14][C:15]3[C:20]([CH3:21])=[CH:19][C:18]([CH3:22])=[CH:17][C:16]=3[CH3:23])[C:8]=2[N:7]=[N:6]1.[H-].[Na+].[CH2:27](I)[CH3:28]>CN(C)C=O.O>[CH2:27]([N:14]([C:15]1[C:20]([CH3:21])=[CH:19][C:18]([CH3:22])=[CH:17][C:16]=1[CH3:23])[C:13]1[C:8]2[N:7]=[N:6][N:5]([CH2:4][CH2:3][O:2][CH3:1])[C:9]=2[N:10]=[C:11]([CH3:24])[N:12]=1)[CH3:28] |f:1.2|. Reported procedure: The product from Example 38, Part B (150 mg, 0.46 mmol) was treated with sodium hydride (17 mg, 0.55 mmol, 80%) and ethyl iodide (55 ml, 0.69 mmol) in dry dimethylformamide (3 ml) and stirred at room temperature for 48 h. The reaction was diluted with 50 ml water, and extracted with 4-30 ml methylene chloride. The combined organic extracts were dried over anydrous magnesium sulfate, filtered, and concentrated in vacuo to dryness. Chromatography on silica gel (50 g, 1/1 hexanes/ethyl acetate) aff...